Dataset: the Open Reaction Database (ORD), a public repository of structured organic reaction records. Task: describe an organic reaction: reactants, conditions, products, and yield Starting materials: CCOC(C)=O, COc1cc(CCN2CCCCC2)c(F)cc1[N+](=O)[O-]. The product is COc1cc(CCN2CCCCC2)c(F)cc1N. Reaction SMILES: [CH3:21][CH2:22][O:23][C:24]([CH3:25])=[O:26].[F:1][c:2]1[c:3]([CH2:13][CH2:14][N:15]2[CH2:16][CH2:17][CH2:18][CH2:19][CH2:20]2)[cH:4][c:5]([O:11][CH3:12])[c:6]([N+:8]([O-:9])=[O:10])[cH:7]1>>[F:1][c:2]1[c:3]([CH2:13][CH2:14][N:15]2[CH2:16][CH2:17][CH2:18][CH2:19][CH2:20]2)[cH:4][c:5]([O:11][CH3:12])[c:6]([NH2:8])[cH:7]1.